Dataset: the Open Reaction Database (ORD), a public repository of structured organic reaction records. Task: describe an organic reaction: reactants, conditions, products, and yield The solvent is C1(=CC=CC=C1)C (toluene), C1(=CC=CC=C1)C (PhMe). Conditions: temperature 0 celsius. As a reaction SMILES: [Br:1][C:2]1[C:11]([I:12])=[CH:10][CH:9]=[C:8]2[C:3]=1[CH:4]=[CH:5][C:6]([C:13](OC)=[O:14])=[CH:7]2.CC(C[AlH]CC(C)C)C>C1(C)C=CC=CC=1>[Br:1][C:2]1[C:11]([I:12])=[CH:10][CH:9]=[C:8]2[C:3]=1[CH:4]=[CH:5][C:6]([CH2:13][OH:14])=[CH:7]2. The product is BrC1=C2C=CC(=CC2=CC=C1I)CO ((5-bromo-6-iodo-2-naphthyl)methanol). Starting materials: BrC1=C2C=CC(=CC2=CC=C1I)C(=O)OC (methyl 5-bromo-6-iodo-2-naphthoate), CC(C)C[AlH]CC(C)C (DIBAL), solution. Procedure: To a solution of methyl 5-bromo-6-iodo-2-naphthoate (0.37 g, 0.95 mmol) in toluene (10 mL) at −78° C. was added DIBAL (3 mL of a 1M solution in PhMe, 3 mmol) dropwise. The temperature was raised to 0° C. for 1 h. The reaction was quenched with 10 mL of 1M HCl, extracted with EtOAc and dried over Na2SO4. The organic extracts were evaporated to dryness to afford the titled compound.